This data is from the Open Reaction Database (ORD), a public repository of structured organic reaction records. The task is: describe an organic reaction: reactants, conditions, products, and yield The reactants are FC(C1=CC(=C(C=C1F)B1OC(C(O1)(C)C)(C)C)OC)F (2-(4-(difluoromethyl)-5-fluoro-2-methoxyphenyl)-4,4,5,5-tetramethyl-1,3,2-dioxaborolane), BrC1=CC=C2C(=NC(=NC2=C1)C)Cl (7-bromo-4-chloro-2-methylquinazoline), C([O-])([O-])=O.[K+].[K+] (potassium carbonate), O (water). The reagents and catalysts are C1=CC=C(C=C1)P([C-]2C=CC=C2)C3=CC=CC=C3.C1=CC=C(C=C1)P([C-]2C=CC=C2)C3=CC=CC=C3.Cl[Pd]Cl.[Fe+2].C(Cl)Cl (PdCl2(dppf) CH2Cl2). Run in O1CCOCC1 (dioxane), C(Cl)Cl (DCM). Conditions: time 8 hour. Yields the product BrC1=CC=C2C(=NC(=NC2=C1)C)C1=C(C=C(C(=C1)F)C(F)F)OC (7-BROMO-4-(4-(DIFLUOROMETHYL)-5-FLUORO-2-METHOXYPHENYL)-2-METHYLQUINAZOLINE). As a reaction SMILES: [F:1][CH:2]([F:21])[C:3]1[C:8]([F:9])=[CH:7][C:6](B2OC(C)(C)C(C)(C)O2)=[C:5]([O:19][CH3:20])[CH:4]=1.[Br:22][C:23]1[CH:32]=[C:31]2[C:26]([C:27](Cl)=[N:28][C:29]([CH3:33])=[N:30]2)=[CH:25][CH:24]=1.C(=O)([O-])[O-].[K+].[K+].O>O1CCOCC1.C(Cl)Cl.C1C=CC(P(C2C=CC=CC=2)[C-]2C=CC=C2)=CC=1.C1C=CC(P(C2C=CC=CC=2)[C-]2C=CC=C2)=CC=1.Cl[Pd]Cl.[Fe+2].C(Cl)Cl>[Br:22][C:23]1[CH:32]=[C:31]2[C:26]([C:27]([C:6]3[CH:7]=[C:8]([F:9])[C:3]([CH:2]([F:1])[F:21])=[CH:4][C:5]=3[O:19][CH3:20])=[N:28][C:29]([CH3:33])=[N:30]2)=[CH:25][CH:24]=1 |f:2.3.4,8.9.10.11.12|. Procedure: A solution of PdCl2(dppf)-CH2Cl2 adduct (0.095 g, 0.116 mmol), 2-(4-(difluoromethyl)-5-fluoro-2-methoxyphenyl)-4,4,5,5-tetramethyl-1,3,2-dioxaborolane (Intermediate SSSSS; 1.290 g, 4.27 mmol), 7-bromo-4-chloro-2-methylquinazoline (ACES Pharma, 1.000 g, 3.88 mmol), and potassium carbonate (2.147 g, 15.53 mmol) in 12 mL dioxane was treated with 4 mL water and was allowed to stir at room temperature overnight. LC/MS showed mostly product, so the reaction mixture was diluted with DCM and filtered th... Reactants: Cc1ccc(S(=O)(=O)OCCN(C(=O)OC(C)(C)C)c2ccncc2)cc1, CC(C)N(CCc1nnnn1C)C(=O)c1cc(O)cc(Cl)c1, [H-], [Na+], CN(C)C=O. Product: CC(C)N(CCc1nnnn1C)C(=O)c1cc(Cl)cc(OCCN(C(=O)OC(C)(C)C)c2ccncc2)c1. RXN SMILES: [C:25]([CH3:26])([CH3:27])([CH3:28])[O:29][C:30](=[O:31])[N:32]([CH2:33][CH2:34][O:35][S:36]([c:37]1[cH:38][cH:39][c:40]([CH3:41])[cH:42][cH:43]1)(=[O:44])=[O:45])[c:46]1[cH:47][cH:48][n:49][cH:50][cH:51]1.[Cl:1][c:2]1[cH:3][c:4]([C:5](=[O:6])[N:7]([CH2:8][CH2:9][c:10]2[n:11][n:12][n:13][n:14]2[CH3:15])[CH:16]([CH3:17])[CH3:18])[cH:19][c:20]([OH:22])[cH:21]1.[H-:23].[Na+:24].[O:52]=[CH:53][N:54]([CH3:55])[CH3:56]>>[Cl:1][c:2]1[cH:3][c:4]([C:5](=[O:6])[N:7]([CH2:8][CH2:9][c:10]2[n:11][n:12][n:13][n:14]2[CH3:15])[CH:16]([CH3:17])[CH3:18])[cH:19][c:20]([O:22][CH2:34][CH2:33][N:32]([C:30]([O:29][C:25]([CH3:26])([CH3:27])[CH3:28])=[O:31])[c:46]2[cH:47][cH:48][n:49][cH:50][cH:51]2)[cH:21]1. Reactants: O (water), C(Cl)Cl (DCM), [N+](=O)([O-])C1=CC(=CC=C1)CS(=O)(=O)C(C)C (1-nitro-3-[(propan-2-ylsulfonyl)methyl]benzene), C(C)(=O)O (acetic acid). The reagents and catalysts are [Fe] (iron). Conditions: temperature 110 celsius. The product is CC(C)S(=O)(=O)CC=1C=C(C=CC1)NC(C)=O (N-{3-[(Propan-2-ylsulfonyl)methyl]phenyl}acetamide). RXN SMILES: [N+:1]([C:4]1[CH:9]=[CH:8][CH:7]=[C:6]([CH2:10][S:11]([CH:14]([CH3:16])[CH3:15])(=[O:13])=[O:12])[CH:5]=1)([O-])=O.O.C(Cl)Cl.[C:21](O)(=[O:23])[CH3:22]>[Fe]>[CH3:15][CH:14]([S:11]([CH2:10][C:6]1[CH:5]=[C:4]([NH:1][C:21](=[O:23])[CH3:22])[CH:9]=[CH:8][CH:7]=1)(=[O:13])=[O:12])[CH3:16]. Procedure details: A suspension of crude 1-nitro-3-[(propan-2-ylsulfonyl)methyl]benzene (5.0 g) in acetic acid (58 mL) was treated with iron powder (4.7 g), heated for 22 hours at 110° C. bath temperature and cooled to room temperature. Then water (250 mL) and DCM (250 mL) were added, stirred, filtered, dried with sodium sulfate, filtered and concentrated. An analytical sample (200 mg) of the crude title compound (5.6 g) was recrystallized from diethyl ether/ethanol (121 mg). Lit.: [Grohmann and Hathaway, Molbank ... Starting materials: C([O-])([O-])=O.[Cs+].[Cs+] (Cesium carbonate), BrC=1C=C2C=NC(=NC2=CC1)O (6-bromoquinazolin-2-ol), C(C)(C)(C)O (tert-butyl alcohol), C1(=CC=CC=C1)C (toluene), CC(CC)=O (2-butanone), C(C)(C)(C)C1CCC(CC1)OS(=O)(=O)C (methanesulfonic acid 4-tert-butyl-cyclohexyl ester). Run at temperature 110 celsius. The product is BrC=1C=C2C=NC(=NC2=CC1)OC1CCC(CC1)C(C)(C)C (6-Bromo-2-(4-tert-butyl-cyclohexyloxy)-quinazoline). Isolated yield 20.0%. RXN SMILES: C(=O)([O-])[O-].[Cs+].[Cs+].[Br:7][C:8]1[CH:9]=[C:10]2[C:15](=[CH:16][CH:17]=1)[N:14]=[C:13]([OH:18])[N:12]=[CH:11]2.C(O)(C)(C)C.C1(C)C=CC=CC=1.CC(=O)CC.[C:36]([CH:40]1[CH2:45][CH2:44][CH:43](OS(C)(=O)=O)[CH2:42][CH2:41]1)([CH3:39])([CH3:38])[CH3:37]>>[Br:7][C:8]1[CH:9]=[C:10]2[C:15](=[CH:16][CH:17]=1)[N:14]=[C:13]([O:18][CH:43]1[CH2:44][CH2:45][CH:40]([C:36]([CH3:39])([CH3:38])[CH3:37])[CH2:41][CH2:42]1)[N:12]=[CH:11]2 |f:0.1.2|. Procedure: Cesium carbonate (3.1308 g, 9.6089 mmol) was added to a mixture of 6-bromoquinazolin-2-ol (1.0812 g, 4.8044 mmol) in tert-butyl alcohol (15 mL, 160 mmol), toluene (25 mL, 230 mmol) and 2-butanone (10 mL, 100 mmol). The mixture was heated at 110° C. for 1 hour in a sealed tube then cooled to room temperature and methanesulfonic acid 4-tert-butyl-cyclohexyl ester (2.2519 g, 9.6089 mmol) was added. The reaction was then heated at 110° C. overnight. The reaction mixture was cooled to room temperatur... Procedure: Prepared from 1.5 g of 3-(2-aminophenyl)-1-phenyl-2-pyridin-2-yl-3-(pyridin-2-ylamino)propan-1-ol, 3.4 g of hexanedioic acid, 1.04 g of dicyclohexylcarbodiimide and 640 mg of benzotriazol-1-ol, analogously to example II f) Product _of molecular weight 524.6 (C31H32N4O4); MS (ESI+): 525 (M+H+): (ESI−): 523 (M−H+) The reactants are NC1=C(C=CC=C1)C(C(C(O)C1=CC=CC=C1)C1=NC=CC=C1)NC1=NC=CC=C1 (3-(2-aminophenyl)-1-phenyl-2-pyridin-2-yl-3-(pyridin-2-ylamino)propan-1-ol), C(CCCCC(=O)O)(=O)O (hexanedioic acid), C1(CCCCC1)N=C=NC1CCCCC1 (dicyclohexylcarbodiimide), N1(N=NC2=C1C=CC=C2)O (benzotriazol-1-ol), Product _of. The product is OC(C(C(NC1=NC=CC=C1)C1=C(C=CC=C1)NC(=O)CCCCC(=O)O)C1=NC=CC=C1)C1=CC=CC=C1 (5-{2-[3-Hydroxy-3-phenyl-2-pyridin-2-yl-1-(pyridin-2-ylamino)propyl]phenylcarbamoyl}pentanoic acid). As a reaction SMILES: [NH2:1][C:2]1[CH:7]=[CH:6][CH:5]=[CH:4][C:3]=1[CH:8]([NH:24][C:25]1[CH:30]=[CH:29][CH:28]=[CH:27][N:26]=1)[CH:9]([C:18]1[CH:23]=[CH:22][CH:21]=[CH:20][N:19]=1)[CH:10]([C:12]1[CH:17]=[CH:16][CH:15]=[CH:14][CH:13]=1)[OH:11].[C:31](O)(=[O:39])[CH2:32][CH2:33][CH2:34][CH2:35][C:36]([OH:38])=[O:37].C1(N=C=NC2CCCCC2)CCCCC1.N1(O)C2C=CC=CC=2N=N1>>[OH:11][CH:10]([C:12]1[CH:17]=[CH:16][CH:15]=[CH:14][CH:13]=1)[CH:9]([C:18]1[CH:23]=[CH:22][CH:21]=[CH:20][N:19]=1)[CH:8]([C:3]1[CH:4]=[CH:5][CH:6]=[CH:7][C:2]=1[NH:1][C:31]([CH2:32][CH2:33][CH2:34][CH2:35][C:36]([OH:38])=[O:37])=[O:39])[NH:24][C:25]1[CH:30]=[CH:29][CH:28]=[CH:27][N:26]=1. Reaction SMILES: [CH3:1][O:2][C:3]1[CH:8]=[CH:7][C:6]([O:9][C:10](=[O:12])[CH3:11])=[CH:5][CH:4]=1.C([O-])(=O)C.[Na+].[Br:18]Br>C(O)(=O)C>[Br:18][C:4]1[CH:5]=[C:6]([O:9][C:10](=[O:12])[CH3:11])[CH:7]=[CH:8][C:3]=1[O:2][CH3:1] |f:1.2|. Run in C(C)(=O)O (Acetic acid), C(C)(=O)O (acetic acid), C(C)(=O)O (acetic acid). Yields the product BrC=1C=C(C=CC1OC)OC(C)=O (Acetic acid 3-bromo-4-methoxy-phenyl ester). Procedure details: Acetic acid (2.24 mL, 7.4 mmol) was added to a mixture of acetic acid 4-methoxy-phenyl ester (1.0 g, 6.02 mmol) and sodium acetate (940 mg, 11.46 mmol). A solution of bromine (0.37 mL, 6.02 mmol) in acetic acid (2.1 mL) was added drop-wise and mixture stirred for 18 hr at ambient temperature. A further 0.6 mL of acetic acid was added followed by a further 0.1 mL of bromine. Mixture was stirred for 2 hours, then partitioned between ethyl acetate (100 mL) and water (100 mL). The phases were separa... The yield is 81.3%. Conditions: time 18 hour. Starting materials: COC1=CC=C(C=C1)OC(C)=O (acetic acid 4-methoxy-phenyl ester), C(C)(=O)[O-].[Na+] (sodium acetate), BrBr (bromine), BrBr (bromine). The reactants are C([O-])([O-])=O.[Na+].[Na+] (sodium carbonate), C=1C=CC(=CC1)C=2N=C(N=C(N2)N)N (benzoguanamine), C=O (paraformaldehyde), aqueous solution. The solvent is O (water). Conditions: temperature 90 celsius, time 5 hour. The product is C=1C=CC(=CC1)C=2N=C(N=C(N2)N)N.C=O (benzoguanamine formaldehyde). As a reaction SMILES: [CH:1]1[CH:2]=[CH:3][C:4]([C:7]2[N:8]=[C:9]([NH2:14])[N:10]=[C:11]([NH2:13])[N:12]=2)=[CH:5][CH:6]=1.C=O.[C:17](=O)([O-])[O-:18].[Na+].[Na+]>O>[CH:1]1[CH:6]=[CH:5][C:4]([C:7]2[N:8]=[C:9]([NH2:14])[N:10]=[C:11]([NH2:13])[N:12]=2)=[CH:3][CH:2]=1.[CH2:17]=[O:18] |f:2.3.4,6.7|. Reported procedure: A 4-necked flask equipped with a stirrer, a reflux condenser and a thermocouple was charged with 150 parts of benzoguanamine, 50 parts of paraformaldehyde (formaldehyde content 95%) and 120 parts of water. The pH of the mixture was adjusted to 8.5 with a 10% aqueous solution of sodium carbonate. While agitating this mixture, its temperature was raised to 90° C., and its reaction was carried out for 5 hours to obtain an aqueous liquid of a soluble and fusible benzoguanamine-formaldehyde prepolyme...